From a dataset of the Open Reaction Database (ORD), a public repository of structured organic reaction records. describe an organic reaction: reactants, conditions, products, and yield Starting materials: CCCC(NC(=O)Cc1ccc(C=CC(=O)OCC)c(OCC)c1)c1ccccc1N1CCCCC1, CCO, [H][H]. Reaction SMILES: [CH2:1]([CH3:2])[O:3][c:4]1[c:5]([CH:6]=[CH:7][C:8](=[O:9])[O:10][CH2:11][CH3:12])[cH:13][cH:14][c:15]([CH2:17][C:18](=[O:19])[NH:20][CH:21]([CH2:22][CH2:23][CH3:24])[c:25]2[c:26]([N:31]3[CH2:32][CH2:33][CH2:34][CH2:35][CH2:36]3)[cH:27][cH:28][cH:29][cH:30]2)[cH:16]1.[CH3:39][CH2:40][OH:41].[H:37][H:38]>>[CH2:1]([CH3:2])[O:3][c:4]1[c:5]([CH2:6][CH2:7][C:8](=[O:9])[O:10][CH2:11][CH3:12])[cH:13][cH:14][c:15]([CH2:17][C:18](=[O:19])[NH:20][CH:21]([CH2:22][CH2:23][CH3:24])[c:25]2[c:26]([N:31]3[CH2:32][CH2:33][CH2:34][CH2:35][CH2:36]3)[cH:27][cH:28][cH:29][cH:30]2)[cH:16]1. Product: CCCC(NC(=O)Cc1ccc(CCC(=O)OCC)c(OCC)c1)c1ccccc1N1CCCCC1. Starting materials: Cl (HCl), C1(=CC=CC2=CC=CC=C12)CN1C(C2(CCC1)CCN(CC2)C(=O)OC(C)(C)C)=O (tert-butyl 2-(naphthalen-1-ylmethyl)-1-oxo-2,9-diazaspiro[5.5]undecane-9-carboxylate). Solvent: C(Cl)Cl (CH2Cl2). Reaction conditions: time 18 hour. Yields the product Cl.C1(=CC=CC2=CC=CC=C12)CN1C(C2(CCC1)CCNCC2)=O (2-(naphthalen-1-ylmethyl)-2,9-diazaspiro[5.5]undecan-1-one hydrochloride). The yield is 87.0%. RXN SMILES: [ClH:1].[C:2]1([CH2:12][N:13]2[CH2:18][CH2:17][CH2:16][C:15]3([CH2:23][CH2:22][N:21](C(OC(C)(C)C)=O)[CH2:20][CH2:19]3)[C:14]2=[O:31])[C:11]2[C:6](=[CH:7][CH:8]=[CH:9][CH:10]=2)[CH:5]=[CH:4][CH:3]=1>C(Cl)Cl>[ClH:1].[C:2]1([CH2:12][N:13]2[CH2:18][CH2:17][CH2:16][C:15]3([CH2:23][CH2:22][NH:21][CH2:20][CH2:19]3)[C:14]2=[O:31])[C:11]2[C:6](=[CH:7][CH:8]=[CH:9][CH:10]=2)[CH:5]=[CH:4][CH:3]=1 |f:3.4|. Procedure: HCl (4M in dioxane, 5 ml) was added to a solution of tert-butyl 2-(naphthalen-1-ylmethyl)-1-oxo-2,9-diazaspiro[5.5]undecane-9-carboxylate (377 mg, 0.9 mmol) in CH2Cl2 (2 ml) and the mixture was stirred at rt for 18 h. The volatiles were evaporated to afford 270 mg (87%) of crude 2-(naphthalen-1-ylmethyl)-2,9-diazaspiro[5.5]undecan-1-one hydrochloride, which was used without further purification.